Dataset: the Open Reaction Database (ORD), a public repository of structured organic reaction records. Task: describe an organic reaction: reactants, conditions, products, and yield Reactants: [Li]CCCC, CS(=O)(=O)c1nc(Oc2cccnc2)c(-c2ccc(Cl)cc2)c(-c2ccc(Cl)cc2Cl)n1, CCC(C)O. Yields the product CCC(C)Oc1nc(Oc2cccnc2)c(-c2ccc(Cl)cc2)c(-c2ccc(Cl)cc2Cl)n1. Reaction SMILES: [CH2:33]([Li:34])[CH2:35][CH2:36][CH3:37].[CH3:1][S:2](=[O:3])(=[O:4])[c:5]1[n:6][c:7](-[c:25]2[c:26]([Cl:32])[cH:27][c:28]([Cl:31])[cH:29][cH:30]2)[c:8](-[c:18]2[cH:19][cH:20][c:21]([Cl:24])[cH:22][cH:23]2)[c:9]([O:11][c:12]2[cH:13][n:14][cH:15][cH:16][cH:17]2)[n:10]1.[CH:38]([CH3:39])([CH2:40][CH3:41])[OH:42]>>[c:5]1([O:42][CH:38]([CH3:39])[CH2:40][CH3:41])[n:6][c:7](-[c:25]2[c:26]([Cl:32])[cH:27][c:28]([Cl:31])[cH:29][cH:30]2)[c:8](-[c:18]2[cH:19][cH:20][c:21]([Cl:24])[cH:22][cH:23]2)[c:9]([O:11][c:12]2[cH:13][n:14][cH:15][cH:16][cH:17]2)[n:10]1. Reactants: C(C)N1CCN(CC1)C1=CC=C(C=N1)C(=O)[O-].[Na+] (sodium 6-(4-ethyl-1-piperazinyl)pyridine-3-carboxylate), ON1N=NC2=C1C=CC=C2 (1-hydroxybenzotriazole), Cl.C(C)N=C=NCCCN(C)C (1-ethyl-3-(3-dimethylaminopropyl)carbodiimide hydrochloride), Cl.CS(=O)(=O)OCCCCCCCCCCCCN (12-aminododecyl methanesulfonate hydrochloride). Run in C(Cl)Cl (methylene chloride), C(Cl)(Cl)Cl (chloroform). Run at time 8 hour. Yields the product S(=O)(=O)(C)OCCCCCCCCCCCCNC(=O)C=1C=NC(=CC1)N1CCN(CC1)CC (N-(12-Mesyloxydodecyl)-6-(4-ethyl-1-piperazinyl)pyridine-3-carboxamide). The yield is 83.7%. As a reaction SMILES: Cl.[CH3:2][S:3]([O:6][CH2:7][CH2:8][CH2:9][CH2:10][CH2:11][CH2:12][CH2:13][CH2:14][CH2:15][CH2:16][CH2:17][CH2:18][NH2:19])(=[O:5])=[O:4].[CH2:20]([N:22]1[CH2:27][CH2:26][N:25]([C:28]2[N:33]=[CH:32][C:31]([C:34]([O-])=[O:35])=[CH:30][CH:29]=2)[CH2:24][CH2:23]1)[CH3:21].[Na+].ON1C2C=CC=CC=2N=N1.Cl.C(N=C=NCCCN(C)C)C>C(Cl)Cl.C(Cl)(Cl)Cl>[S:3]([O:6][CH2:7][CH2:8][CH2:9][CH2:10][CH2:11][CH2:12][CH2:13][CH2:14][CH2:15][CH2:16][CH2:17][CH2:18][NH:19][C:34]([C:31]1[CH:32]=[N:33][C:28]([N:25]2[CH2:24][CH2:23][N:22]([CH2:20][CH3:21])[CH2:27][CH2:26]2)=[CH:29][CH:30]=1)=[O:35])([CH3:2])(=[O:5])=[O:4] |f:0.1,2.3,5.6|. Procedure: To a solution of 3.77 g of 12-aminododecyl methanesulfonate hydrochloride in 100 ml of methylene chloride were added successively under ice-cooling 3.60 g of sodium 6-(4-ethyl-1-piperazinyl)pyridine-3-carboxylate, 2.89 g of 1-hydroxybenzotriazole (HOBt), 1.99 g of 1-ethyl-3-(3-dimethylaminopropyl)carbodiimide hydrochloride (WSCI) and then the mixture was stirred overnight. The reaction solution was diluted with chloroform and washed successively with water, a saturated aqueous solution of sodium... Starting materials: O=C1CCC(=O)N1Br, O=C(OOC(=O)c1ccccc1)c1ccccc1, ClC(Cl)(Cl)Cl, Cc1cccc(-c2ccccc2)c1F. Product: Fc1c(CBr)cccc1-c1ccccc1. As a reaction SMILES: [Br:33][N:34]1[C:35](=[O:36])[CH2:37][CH2:38][C:39]1=[O:40].[C:15]([O:16][O:17][C:18](=[O:19])[c:20]1[cH:21][cH:22][cH:23][cH:24][cH:25]1)(=[O:26])[c:27]1[cH:28][cH:29][cH:30][cH:31][cH:32]1.[C:41]([Cl:42])([Cl:43])([Cl:44])[Cl:45].[F:1][c:2]1[c:3](-[c:9]2[cH:10][cH:11][cH:12][cH:13][cH:14]2)[cH:4][cH:5][cH:6][c:7]1[CH3:8]>>[F:1][c:2]1[c:3](-[c:9]2[cH:10][cH:11][cH:12][cH:13][cH:14]2)[cH:4][cH:5][cH:6][c:7]1[CH2:8][Br:33]. The reactants are [N+](=O)(O)[O-].NC(=O)N (urea nitrate), C1C(CC2=CC=CC=C12)C=1N=CNC1 (4-indan-2-yl-1H-imidazole), [OH-].[Na+] (sodium hydroxide). The solvent is S(O)(O)(=O)=O (sulphuric acid). Product: [N+](=O)([O-])C=1C=C2CC(CC2=CC1)C=1N=CNC1 (4-(5-Nitroindan-2-yl)-1H-imidazole). Reaction SMILES: [CH2:1]1[C:9]2[C:4](=[CH:5][CH:6]=[CH:7][CH:8]=2)[CH2:3][CH:2]1[C:10]1[N:11]=[CH:12][NH:13][CH:14]=1.[N+:15]([O-])([OH:17])=[O:16].NC(N)=O.[OH-].[Na+]>S(=O)(=O)(O)O>[N+:15]([C:6]1[CH:5]=[C:4]2[C:9](=[CH:8][CH:7]=1)[CH2:1][CH:2]([C:10]1[N:11]=[CH:12][NH:13][CH:14]=1)[CH2:3]2)([O-:17])=[O:16] |f:1.2,3.4|. Procedure details: 5 g of 4-indan-2-yl-1H-imidazole are dissolved at 0° C. in 140 ml of pure sulphuric acid, and then 1 equivalent of urea nitrate in powder form is added in small portions. The reaction mixture is poured onto ice, rendered alkaline using sodium hydroxide solution and extracted with ethyl acetate. The expected product is obtained after evaporation.